This data is from the Open Reaction Database (ORD), a public repository of structured organic reaction records. The task is: describe an organic reaction: reactants, conditions, products, and yield Reactants: [Al+3], O=C(Cl)c1cc(Br)ccc1Cl, CCOc1cccc(F)c1F, [Cl-], [Cl-], [Cl-], ClCCl. Yields the product CCOc1ccc(C(=O)c2cc(Br)ccc2Cl)c(F)c1F. As a reaction SMILES: [Al+3:26].[Br:1][c:2]1[cH:3][cH:4][c:5]([Cl:11])[c:6]([C:7](=[O:8])[Cl:9])[cH:10]1.[CH2:12]([CH3:13])[O:14][c:15]1[c:16]([F:22])[c:17]([F:21])[cH:18][cH:19][cH:20]1.[Cl-:23].[Cl-:24].[Cl-:25].[Cl:27][CH2:28][Cl:29]>>[Br:1][c:2]1[cH:3][cH:4][c:5]([Cl:11])[c:6]([C:7](=[O:8])[c:18]2[c:17]([F:21])[c:16]([F:22])[c:15]([O:14][CH2:12][CH3:13])[cH:20][cH:19]2)[cH:10]1. Starting materials: CS(C)=O, CCOC(C)=O, [H-], [Na+], O=C1CC2(CCCCC2Cc2ccccc2)S(=O)(=O)CCN1, ClCc1ccccn1. Product: O=C1CC2(CCCCC2Cc2ccccc2)S(=O)(=O)CCN1Cc1ccccn1. RXN SMILES: [CH3:33][S:34]([CH3:35])=[O:36].[CH3:37][CH2:38][O:39][C:40](=[O:41])[CH3:42].[H-:1].[Na+:2].[c:3]1([CH2:9][CH:10]2[CH2:11][CH2:12][CH2:13][CH2:14][C:15]23[S:16](=[O:23])(=[O:24])[CH2:17][CH2:18][NH:19][C:20](=[O:22])[CH2:21]3)[cH:4][cH:5][cH:6][cH:7][cH:8]1.[n:25]1[c:26]([CH2:31][Cl:32])[cH:27][cH:28][cH:29][cH:30]1>>[c:3]1([CH2:9][CH:10]2[CH2:11][CH2:12][CH2:13][CH2:14][C:15]23[S:16](=[O:23])(=[O:24])[CH2:17][CH2:18][N:19]([CH2:31][c:26]2[n:25][cH:30][cH:29][cH:28][cH:27]2)[C:20](=[O:22])[CH2:21]3)[cH:4][cH:5][cH:6][cH:7][cH:8]1. Reactants: C(C)(C)(C)OC(C[C@@H](C(=O)C=1OC=C(N1)C1=C(C=CC=C1Cl)Cl)NC(CN(CC1=CC=CC=C1)C([C@H](C(C)C)NC(C1=CC=CC=C1)=O)=O)=O)=O (3(S)-(2-((2(S)-Benzoylamino-3-methylbutyryl)benzylamino)acetylamino)-4-(4-(2,6-dichlorophenyl)-oxazol-2-yl)-4-oxobutyric Acid tert-Butyl Ester), C(=O)(C(F)(F)F)O (TFA). Run in C(Cl)Cl (CH2Cl2). Reaction conditions: time 1 hour. The product is C(C1=CC=CC=C1)(=O)N[C@H](C(=O)N(CC(=O)N[C@@H](CC(=O)O)C(=O)C=1OC=C(N1)C1=C(C=CC=C1Cl)Cl)CC1=CC=CC=C1)C(C)C (3(S)-(2-((2(S)-Benzoylamino-3-methylbutyryl)benzylamino)acetylamino)-4-(4-(2,6-dichlorophenyl)-oxazol-2-yl)-4-oxobutyric Acid). As a reaction SMILES: C([O:5][C:6](=[O:51])[CH2:7][C@H:8]([NH:24][C:25](=[O:50])[CH2:26][N:27]([C:35](=[O:49])[C@@H:36]([NH:40][C:41](=[O:48])[C:42]1[CH:47]=[CH:46][CH:45]=[CH:44][CH:43]=1)[CH:37]([CH3:39])[CH3:38])[CH2:28][C:29]1[CH:34]=[CH:33][CH:32]=[CH:31][CH:30]=1)[C:9]([C:11]1[O:12][CH:13]=[C:14]([C:16]2[C:21]([Cl:22])=[CH:20][CH:19]=[CH:18][C:17]=2[Cl:23])[N:15]=1)=[O:10])(C)(C)C.C(O)(C(F)(F)F)=O>C(Cl)Cl>[C:41]([NH:40][C@@H:36]([CH:37]([CH3:39])[CH3:38])[C:35]([N:27]([CH2:28][C:29]1[CH:34]=[CH:33][CH:32]=[CH:31][CH:30]=1)[CH2:26][C:25]([NH:24][C@H:8]([C:9]([C:11]1[O:12][CH:13]=[C:14]([C:16]2[C:17]([Cl:23])=[CH:18][CH:19]=[CH:20][C:21]=2[Cl:22])[N:15]=1)=[O:10])[CH2:7][C:6]([OH:51])=[O:5])=[O:50])=[O:49])(=[O:48])[C:42]1[CH:43]=[CH:44][CH:45]=[CH:46][CH:47]=1. Reported procedure: To a solution of compound 709 in CH2Cl2 (4.0 mL) was added TFA (2.0 mL) and the reaction stirred at rt for 1 hr. The reaction was concentrated in vacuo and the residue co-concentrated with toluene. Prep-HPLC provided 35 mg of compound 710: 1H NMR (500 MHz, CD3 OD) δ 8.90 (m), 8.52 (m), 8.35 (m), 7.83 (m), 7.62-7.39 (m), 7.38-7.16 (m), 5.52 (m), 5.01 (m), 5.01 (m), 4.99-4.53 (m), 4.42 (m), 4.33-3.82 (m), 3.16-2.93 (m), 2.91-2.48 (m), 2.24 (m), 1.09-0.85 (m). ##STR89## The reactants are ( 91-6 ), C1S(=O)(=O)OCCOS1(=O)=O (ethylene methanedisulfonate), [O-][Mn](=O)(=O)=O.[K+] (KMnO4), Cl (HCl), O (H2O). Solvent: [OH-].[Na+] (NaOH), [OH-].[Na+] (NaOH), ice. Reaction conditions: time 2 hour. Yields the product ClC1S(=O)(=O)OCCOS1(=O)=O (ethylene chloromethanedisulfonate). Reaction SMILES: [O-][Mn](=O)(=O)=O.[K+].[ClH:7].O.[CH2:9]1[S:17](=[O:19])(=[O:18])[O:16][CH2:15][CH2:14][O:13][S:10]1(=[O:12])=[O:11]>[OH-].[Na+]>[Cl:7][CH:9]1[S:10](=[O:11])(=[O:12])[O:13][CH2:14][CH2:15][O:16][S:17]1(=[O:19])=[O:18] |f:0.1,5.6|. Procedure: A solution of 1.25 g of KMnO4 and 7.8 mL of conc. HCl in 115 mL of ice cooled H2O was stirred for 2 hrs. To this solution was added 2.02 g of ethylene methanedisulfonate in 25 mL of 0.5 molar NaOH. The solid obtained after acidification was placed in 15 mL of 0.5 M NaOH and the filtrate acidified to give 1.1 g of ethylene chloromethanedisulfonate, m.p. 85-88° C. (91-6).